From a dataset of the Open Reaction Database (ORD), a public repository of structured organic reaction records. describe an organic reaction: reactants, conditions, products, and yield Starting materials: CC(C)(C)OC(=O)N1CCCC1Cn1c(=O)[nH]c2ncc(Br)nc21, C1COCCO1, ClCCl, [Na+], [Na+], O=C([O-])[O-], CC(C)(C)OC(=O)N1CCCC1Cn1c(=O)[nH]c2ncc(-c3ccc(O)cc3)nc21, OB(O)c1ccc(O)cc1. Product: O=c1[nH]c2ncc(-c3ccc(O)cc3)nc2n1CC1CCCN1. Reaction SMILES: [Br:31][c:32]1[n:33][c:34]2[n:35]([CH2:36][CH:37]3[CH2:38][CH2:39][CH2:40][N:41]3[C:42]([O:43][C:44]([CH3:45])([CH3:46])[CH3:47])=[O:48])[c:49](=[O:50])[nH:51][c:52]2[n:53][cH:54]1.[CH2:74]1[O:75][CH2:76][CH2:77][O:78][CH2:79]1.[Cl:65][CH2:66][Cl:67].[Na+:68].[Na+:69].[O-:70][C:71](=[O:72])[O-:73].[OH:1][c:2]1[cH:3][cH:4][c:5](-[c:8]2[cH:9][n:10][c:11]3[c:12]([n:13]2)[n:14]([CH2:18][CH:19]2[N:20]([C:24]([O:25][C:26]([CH3:27])([CH3:28])[CH3:29])=[O:30])[CH2:21][CH2:22][CH2:23]2)[c:15](=[O:17])[nH:16]3)[cH:6][cH:7]1.[OH:55][c:56]1[cH:57][cH:58][c:59]([B:60]([OH:61])[OH:62])[cH:63][cH:64]1>>[OH:1][c:2]1[cH:3][cH:4][c:5](-[c:8]2[cH:9][n:10][c:11]3[c:12]([n:13]2)[n:14]([CH2:18][CH:19]2[NH:20][CH2:21][CH2:22][CH2:23]2)[c:15](=[O:17])[nH:16]3)[cH:6][cH:7]1. Reaction conditions: time 20 minute. Reported procedure: A mixture of benzyl N-Boc-5-aminovalerate (4 g) thus obtained in TFA (50 ml) was stirred at room temperature for 20 minutes. After the TFA was removed in vacuo, ethyl acetate and saturated aqueous sodium hydrogencarbonate were added. The separated ethyl acetate layer was dried over anhydrous sodium sulfate. The solvent was removed in vacuo to afford 2.7 g of benzyl 5-aminovalerate. Reaction SMILES: C([NH:8][CH2:9][CH2:10][CH2:11][CH2:12][C:13]([O:15][CH2:16][C:17]1[CH:22]=[CH:21][CH:20]=[CH:19][CH:18]=1)=[O:14])(OC(C)(C)C)=O>C(O)(C(F)(F)F)=O>[NH2:8][CH2:9][CH2:10][CH2:11][CH2:12][C:13]([O:15][CH2:16][C:17]1[CH:22]=[CH:21][CH:20]=[CH:19][CH:18]=1)=[O:14]. Isolated yield 100.1%. Run in C(=O)(C(F)(F)F)O (TFA). The product is NCCCCC(=O)OCC1=CC=CC=C1 (benzyl 5-aminovalerate). Starting materials: C(=O)(OC(C)(C)C)NCCCCC(=O)OCC1=CC=CC=C1 (benzyl N-Boc-5-aminovalerate). Starting materials: C(#N)C=1C=CC2=C(NCC(O2)(C)C)C1 (6-cyano-3,4-dihydro-2,2-dimethyl-2H-1,4-benzoxazine), [H-].[Na+] (sodium hydride), C12C(CCC1)O2 (cyclopentene oxide). Run in CN(C=O)C (N,N-dimethylformamide), O (water). Reaction conditions: temperature 70 celsius, time 1 hour. Product: C(#N)C=1C=CC2=C(N(CC(O2)(C)C)C2C(CCC2)O)C1 (6-cyano-3,4-dihydro-4-(2-hydroxycyclopentan-1-yl)-2,2-dimethyl-2H-1,4-benzoxazine). As a reaction SMILES: [C:1]([C:3]1[CH:4]=[CH:5][C:6]2[O:11][C:10]([CH3:13])([CH3:12])[CH2:9][NH:8][C:7]=2[CH:14]=1)#[N:2].[H-].[Na+].[CH:17]12[O:22][CH:18]1[CH2:19][CH2:20][CH2:21]2>CN(C)C=O.O>[C:1]([C:3]1[CH:4]=[CH:5][C:6]2[O:11][C:10]([CH3:12])([CH3:13])[CH2:9][N:8]([CH:17]3[CH2:21][CH2:20][CH2:19][CH:18]3[OH:22])[C:7]=2[CH:14]=1)#[N:2] |f:1.2|. Procedure: In 20 ml of N,N-dimethylformamide was dissolved 1.0 g of 6-cyano-3,4-dihydro-2,2-dimethyl-2H-1,4-benzoxazine followed by addition of 0.24 g of sodium hydride. The mixture was stirred at 70° C. for 1 hour and after cooling to room temperature, 0.5 ml of cyclopentene oxide was added. The mixture was stirred at 70° C. for 3 hours. The reaction mixture was then allowed to cool, diluted with water and extracted with ethyl acetate. The extract was washed with water and aqueous sodium chloride solution... The reactants are O (water), O.[OH-].[Li+] (lithium hydroxide mono hydrate), C(C)(C)(C)OC(=O)N[C@H](COC)C(=O)OC (Methyl N-(tert-butoxycarbonyl)-O-methyl-D-serinate). Solvent: O1CCCC1 (tetrahydrofuran). Conditions: time 4 hour. Product: C(C)(C)(C)OC(=O)N[C@H](COC)C(=O)O (N-(tert-butoxycarbonyl)-O-methyl-D-serine). The yield is 10.1%. RXN SMILES: [C:1]([O:5][C:6]([NH:8][C@@H:9]([C:13]([O:15]C)=[O:14])[CH2:10][O:11][CH3:12])=[O:7])([CH3:4])([CH3:3])[CH3:2].O.O.[OH-].[Li+]>O1CCCC1>[C:1]([O:5][C:6]([NH:8][C@@H:9]([C:13]([OH:15])=[O:14])[CH2:10][O:11][CH3:12])=[O:7])([CH3:4])([CH3:2])[CH3:3] |f:2.3.4|. Reported procedure: Methyl N-(tert-butoxycarbonyl)-O-methyl-D-serinate (2.0 g, 85.7 mmol) was dissolved in tetrahydrofuran (40 ml) and water (20 ml) and lithium hydroxide mono hydrate (1.8 g, 42.9 mmol) added. The mixture was stirred for 4 hours at room temperature, concentrated under reduced pressure to remove most of the tetrahydrofuran and then acidified by the addition of concentrated hydrochloric acid. The solution was extracted with ethyl acetate (three times). The combined organics were dried (MgSO4), filter... Starting materials: CCOC(C)=O, CCOC(C)=O, CC(C)(C)OC(=O)N1CCOc2c(cccc2C2CCCC2)C1, Cl. Yields the product c1cc2c(c(C3CCCC3)c1)OCCNC2, Cl. As a reaction SMILES: [C:24]([O:25][CH2:26][CH3:27])(=[O:28])[CH3:29].[CH3:31][CH2:32][O:33][C:34](=[O:35])[CH3:36].[CH:1]1([c:6]2[cH:7][cH:8][cH:9][c:10]3[c:16]2[O:15][CH2:14][CH2:13][N:12]([C:17]([O:18][C:19]([CH3:20])([CH3:21])[CH3:22])=[O:23])[CH2:11]3)[CH2:2][CH2:3][CH2:4][CH2:5]1.[ClH:30]>>[CH:1]1([c:6]2[cH:7][cH:8][cH:9][c:10]3[c:16]2[O:15][CH2:14][CH2:13][NH:12][CH2:11]3)[CH2:2][CH2:3][CH2:4][CH2:5]1.[ClH:30]. Product: NC1=NC(=C2C(N1)=NC=C2C=O)N (2,4-Diaminopyrrolo[2,3-d]pyrimidine-5-carboxaldehyde). The reagents and catalysts are [Ni] (Ni). Reaction conditions: temperature 80 celsius. Reported procedure: About 6.0 g of Raney Ni was added to a stirred solution of about 2.0 g of Compound 12 and about 50 ml of HCOOH. The mixture was heated to about 80° C. for about 2 hours, until no starting material could be detected by TLC. The mixture was cooled to room temperature and filtered through Celite®. The filtrate was evaporated under reduced pressure, azeotroping with methanol to remove traces of HCOOH. The residue was dissolved in about 25 ml of hot water, treated with Norit®, an activated adsorption... As a reaction SMILES: [NH2:1][C:2]1[NH:7][C:6]2=[N:8][CH:9]=[C:10]([C:11]#N)[C:5]2=[C:4]([NH2:13])[N:3]=1.C(O)=[O:15]>[Ni]>[NH2:1][C:2]1[NH:7][C:6]2=[N:8][CH:9]=[C:10]([CH:11]=[O:15])[C:5]2=[C:4]([NH2:13])[N:3]=1. Starting materials: NC1=NC(=C2C(N1)=NC=C2C#N)N (2,4-Diamino-5-cyanopyrrolo[2,3-d]pyrimidine), C(=O)O (HCOOH). Starting materials: Cl.C(C)(C)(C)C1=CC=C(CNCCC(C(F)(F)F)C(F)(F)F)C=C1 ((4-tert-butyl-benzyl)-(4,4,4-trifluoro-3-trifluoromethyl-butyl)-amine hydrochloride), ClC=1C=C2C=CNC2=C(C1)C(=O)O (5-chloro-1H-indole-7-carboxylic acid), CN(C)C(=[N+](C)C)ON1C2=C(C=CC=C2)N=N1.[B-](F)(F)(F)F (TBTU), C(C)(C)N(C(C)C)CC (N,N-diisopropyl-ethyl amine). Solvent: CN(C)C=O (DMF), O (water). Conditions: time 5 minute. The product is C(C)(C)(C)C1=CC=C(CN(C(=O)C=2C=C(C=C3C=CNC23)Cl)CCC(C(F)(F)F)C(F)(F)F)C=C1 (5-Chloro-1H-indole-7-carboxylic acid (4-tert-butyl-benzyl)-(4,4,4-trifluoro-3-trifluoromethyl-butyl)-amide). The yield is 67.7%. As a reaction SMILES: [Cl:1][C:2]1[CH:3]=[C:4]2[C:8](=[C:9]([C:11]([OH:13])=O)[CH:10]=1)[NH:7][CH:6]=[CH:5]2.CN(C(ON1N=NC2C=CC=CC1=2)=[N+](C)C)C.[B-](F)(F)(F)F.C(N(CC)C(C)C)(C)C.Cl.[C:46]([C:50]1[CH:68]=[CH:67][C:53]([CH2:54][NH:55][CH2:56][CH2:57][CH:58]([C:63]([F:66])([F:65])[F:64])[C:59]([F:62])([F:61])[F:60])=[CH:52][CH:51]=1)([CH3:49])([CH3:48])[CH3:47]>CN(C=O)C.O>[C:46]([C:50]1[CH:51]=[CH:52][C:53]([CH2:54][N:55]([CH2:56][CH2:57][CH:58]([C:63]([F:64])([F:65])[F:66])[C:59]([F:60])([F:61])[F:62])[C:11]([C:9]2[CH:10]=[C:2]([Cl:1])[CH:3]=[C:4]3[C:8]=2[NH:7][CH:6]=[CH:5]3)=[O:13])=[CH:67][CH:68]=1)([CH3:49])([CH3:47])[CH3:48] |f:1.2,4.5|. Procedure details: To a solution of 80 mg (0.41 mmol) 5-chloro-1H-indole-7-carboxylic acid and 128 mg of TBTU (0.41 mmol) in 6 ml DMF, were added 0.42 ml (2.45 mmol) of N,N-diisopropyl-ethyl amine. After stirring for 5 min at rt, 155 mg (0.41 mmol) (4-tert-butyl-benzyl)-(4,4,4-trifluoro-3-trifluoromethyl-butyl)-amine hydrochloride was added. After stirring for 17 h at rt, the reaction mixture was diluted with 60 ml water and extracted with EtOAc (2×). The combined organic phases were washed with water and brine, d... Starting materials: CC1([C@@H]([C@@H]1C#CC(=O)OCC(Cl)(Cl)Cl)C(=O)O[C@@H](C1=CC(=CC=C1)OC1=CC=CC=C1)C#N)C ((S)α-cyano-3-phenoxy-benzyl (1R,cis) 2,2-dimethyl-3-(2,2,2-trichloroethoxycarbonylethynyl)-cyclopropane-carboxylate), C(C)(=O)O (acetic acid). Reagents/catalysts: [Zn] (zinc). Solvent: O (water). Reaction conditions: time 1 hour. Yields the product CC1([C@@H]([C@@H]1\C=C/C(OCCOCC)=O)C(=O)O[C@@H](C1=CC(=CC=C1)OC1=CC=CC=C1)C#N)C ((S)α-cyano-3-phenoxy-benzyl (1R,cis) 2,2-dimethyl-3-[(Z) 3 oxo-3-ethoxyethoxy-1-propenyl]-cyclopropane carboxylate). RXN SMILES: [CH3:1][C:2]1([CH3:34])[C@@H:4]([C:5]#[C:6][C:7]([O:9][CH2:10][C:11](Cl)(Cl)Cl)=[O:8])[C@H:3]1[C:15]([O:17][C@H:18]([C:32]#[N:33])[C:19]1[CH:24]=[CH:23][CH:22]=[C:21]([O:25][C:26]2[CH:31]=[CH:30][CH:29]=[CH:28][CH:27]=2)[CH:20]=1)=[O:16].[C:35](O)(=[O:37])[CH3:36]>[Zn].O>[CH3:1][C:2]1([CH3:34])[C@@H:4](/[CH:5]=[CH:6]\[C:7](=[O:8])[O:9][CH2:10][CH2:11][O:37][CH2:35][CH3:36])[C@H:3]1[C:15]([O:17][C@H:18]([C:32]#[N:33])[C:19]1[CH:24]=[CH:23][CH:22]=[C:21]([O:25][C:26]2[CH:31]=[CH:30][CH:29]=[CH:28][CH:27]=2)[CH:20]=1)=[O:16]. Procedure: 5.9 g of zinc powder were introduced int a solution of 6.5 g of the product of Step D, 23.4 ml of acetic acid and 2.6 ml of water and the mixture was stirred for 1 hour and filtered. The filtrate was decanted and the organic phase was washed with water. The aqueous phase was extracted with methylene chloride and the combined organic phases were dried, filtered and evaporated to dryness to obtain 4.7 g of (S) α-cyano-3-phenoxy-benzyl (1R,cis) 2,2-dimethyl-3 (3-hydroxy-3-oxo-propynyl)-cyclopropane... The reactants are COC(C(CSCC(=O)O)Cl)=O (2-chloro-3-carboxymethylmercapto-propionic acid methyl ester), [N-]=[N+]=[N-].[Na+] (sodium azide). The reagents and catalysts are CCCCCCCC[N+](C)(CCCCCCCC)CCCCCCCC.[Cl-] (Aliquat 336). Solvent: O (water). Product: COC(C(CSCC(=O)O)N=[N+]=[N-])=O (2-azido-3-carboxymethylmercapto-propionic acid methyl ester). The yield is 88.3%. As a reaction SMILES: [CH3:1][O:2][C:3](=[O:12])[CH:4](Cl)[CH2:5][S:6][CH2:7][C:8]([OH:10])=[O:9].[N-:13]=[N+:14]=[N-:15].[Na+]>CCCCCCCC[N+](CCCCCCCC)(CCCCCCCC)C.[Cl-].O>[CH3:1][O:2][C:3](=[O:12])[CH:4]([N:13]=[N+:14]=[N-:15])[CH2:5][S:6][CH2:7][C:8]([OH:10])=[O:9] |f:1.2,3.4|. Procedure details: 1.00 gram (4.70 mmoles) of the 2-chloro-3-carboxymethylmercapto-propionic acid methyl ester produced in Example 9 was stirred with 0.46 gram (7.08 mmoles) of sodium azide and 0.10 gram of Aliquat 336 in 2 ml of water for 15 hours at 50° C. After working up according to Example 2 there were obtained 0.91 gram (88% of theory) of 2-azido-3-carboxymethylmercapto-propionic acid methyl ester as an analytically pure material.